describe an organic reaction: reactants, conditions, products, and yield From a dataset of the Open Reaction Database (ORD), a public repository of structured organic reaction records. As a reaction SMILES: [CH3:38][O:39][CH2:40][CH2:41][O:42][CH2:43][CH2:44][O:45][CH3:46].[CH3:48][CH2:49][O:50][C:51]([CH3:52])=[O:53].[Cl:25][CH2:26][CH2:27][NH:28][CH2:29][CH2:30][Cl:31].[ClH:24].[F:1][c:2]1[c:3]([O:16][CH2:17][CH2:18][N:19]2[CH2:20][CH2:21][CH2:22][CH2:23]2)[c:4](-[c:8]2[cH:9][c:10]([NH2:15])[c:11]([CH3:14])[cH:12][cH:13]2)[cH:5][cH:6][cH:7]1.[K+:32].[K+:33].[O-:34][C:35]([O-:36])=[O:37].[OH2:47]>>[F:1][c:2]1[c:3]([O:16][CH2:17][CH2:18][N:19]2[CH2:20][CH2:21][CH2:22][CH2:23]2)[c:4](-[c:8]2[cH:9][c:10]([N:15]3[CH2:26][CH2:27][NH:28][CH2:29][CH2:30]3)[c:11]([CH3:14])[cH:12][cH:13]2)[cH:5][cH:6][cH:7]1. The product is Cc1ccc(-c2cccc(F)c2OCCN2CCCC2)cc1N1CCNCC1. Reactants: COCCOCCOC, CCOC(C)=O, ClCCNCCCl, Cl, Cc1ccc(-c2cccc(F)c2OCCN2CCCC2)cc1N, [K+], [K+], O=C([O-])[O-], O. The reactants are COC1=C(C=2C(=NC=NC2C=C1OC)NC1=CC=CC=C1)N (6,7-dimethoxy-N 4-phenyl-quinazoline-4,5-diamine), C(=O)O (formic acid), [OH-].[Na+] (NaOH). The solvent is C(Cl)(Cl)Cl (chloroform). The product is COC=1C=C2N=CN=C3N(C=NC(C1OC)=C32)C3=CC=CC=C3 (8,9-dimethoxy-3-phenyl-3H-1,3,4,6-tetraaza-phenalene). Reaction SMILES: [CH3:1][O:2][C:3]1[C:12]([O:13][CH3:14])=[CH:11][C:10]2[N:9]=[CH:8][N:7]=[C:6]([NH:15][C:16]3[CH:21]=[CH:20][CH:19]=[CH:18][CH:17]=3)[C:5]=2[C:4]=1[NH2:22].[OH-].[Na+].[CH:25](O)=O>C(Cl)(Cl)Cl>[CH3:14][O:13][C:12]1[CH:11]=[C:10]2[C:5]3[C:6]([N:15]([C:16]4[CH:17]=[CH:18][CH:19]=[CH:20][CH:21]=4)[CH:25]=[N:22][C:4]=3[C:3]=1[O:2][CH3:1])=[N:7][CH:8]=[N:9]2 |f:1.2|. Procedure: A solution of 6,7-dimethoxy-N4-phenyl-quinazoline-4,5-diamine (80 mg, 0.27 mmol) (from Example 1, Step C, supra) in formic acid (5 mL) was heated at 110° C. for 2 hours. Aqueous NaOH solution was then added to the reaction mixture to a pH 10–12. The solution was diluted with chloroform (50 mL). The organic layer was separated, dried over Na2SO4, and concentrated. This residue was purified by chromatography using EtOAc/Et3N (1:0.04) as eluent to give the desired 8,9-dimethoxy-3-phenyl-3H-1,3,4,6-... Starting materials: Br[Mg]c1ccccc1, COC(C)(C)C, Cl, O=C(c1ccc(F)cc1)c1ccccc1F. The product is OC(c1ccccc1)(c1ccc(F)cc1)c1ccccc1F. RXN SMILES: [Br:1][Mg:2][c:3]1[cH:4][cH:5][cH:6][cH:7][cH:8]1.[C:26]([O:27][CH3:28])([CH3:29])([CH3:30])[CH3:31].[ClH:25].[F:9][c:10]1[c:11]([C:12](=[O:13])[c:14]2[cH:15][cH:16][c:17]([F:20])[cH:18][cH:19]2)[cH:21][cH:22][cH:23][cH:24]1>>[c:3]1([C:12]([c:11]2[c:10]([F:9])[cH:24][cH:23][cH:22][cH:21]2)([OH:13])[c:14]2[cH:15][cH:16][c:17]([F:20])[cH:18][cH:19]2)[cH:4][cH:5][cH:6][cH:7][cH:8]1. RXN SMILES: [CH3:23][C:24](=[O:25])[CH3:26].[ClH:16].[ClH:22].[S:17]1[CH2:18][NH:19][CH2:20][CH2:21]1.[c:1]1([C:7](=[O:8])[CH2:9][c:10]2[cH:11][cH:12][cH:13][cH:14][cH:15]2)[cH:2][cH:3][cH:4][cH:5][cH:6]1>>[c:1]1([C:7](=[O:8])[CH:9]([c:10]2[cH:11][cH:12][cH:13][cH:14][cH:15]2)[CH2:23][N:19]2[CH2:18][S:17][CH2:21][CH2:20]2)[cH:2][cH:3][cH:4][cH:5][cH:6]1. Starting materials: CC(C)=O, Cl, Cl, C1CSCN1, O=C(Cc1ccccc1)c1ccccc1. Product: O=C(c1ccccc1)C(CN1CCSC1)c1ccccc1.